The task is: describe an organic reaction: reactants, conditions, products, and yield. This data is from the Open Reaction Database (ORD), a public repository of structured organic reaction records. The reactants are CN1CCC2(CC1)c1ccccc1Oc1c(N)cccc12, CC(=O)OC(C)=O, CCCCCC. Yields the product CC(=O)Nc1cccc2c1Oc1ccccc1C21CCN(C)CC1. RXN SMILES: [CH3:1][N:2]1[CH2:3][CH2:4][C:5]2([CH2:6][CH2:7]1)[c:8]1[cH:9][cH:10][cH:11][cH:12][c:13]1[O:14][c:15]1[c:16]([NH2:21])[cH:17][cH:18][cH:19][c:20]12.[CH3:22][C:23](=[O:24])[O:25][C:26](=[O:27])[CH3:28].[CH3:29][CH2:30][CH2:31][CH2:32][CH2:33][CH3:34]>>[CH3:1][N:2]1[CH2:3][CH2:4][C:5]2([CH2:6][CH2:7]1)[c:8]1[cH:9][cH:10][cH:11][cH:12][c:13]1[O:14][c:15]1[c:16]([NH:21][C:23]([CH3:22])=[O:24])[cH:17][cH:18][cH:19][c:20]12. Starting materials: [Br-].[Br-].[Br-].[NH+]1=CC=CC=C1.[NH+]1=CC=CC=C1.[NH+]1=CC=CC=C1 (pyridinium tribromide), C1(CCCCC1)C1=CNC2=CC(=CC=C12)C(=O)OC (methyl 3-cyclohexyl-1H-indole-6-carboxylate). Solvent: C(Cl)(Cl)Cl.C1CCOC1 (CHCl3 THF). Conditions: temperature 2.5 celsius, time 2.5 hour. Yields the product N1C=CC2=CC=C(C=C12)C(=O)O (1H-indole-6-carboxylic acid), methyl ester. Isolated yield 81.5%. Reaction SMILES: [Br-].[Br-].[Br-].[NH+]1C=CC=CC=1.[NH+]1C=CC=CC=1.[NH+]1C=CC=CC=1.C1([C:28]2[C:36]3[C:31](=[CH:32][C:33]([C:37]([O:39]C)=[O:38])=[CH:34][CH:35]=3)[NH:30][CH:29]=2)CCCCC1>C(Cl)(Cl)Cl.C1COCC1>[NH:30]1[C:31]2[C:36](=[CH:35][CH:34]=[C:33]([C:37]([OH:39])=[O:38])[CH:32]=2)[CH:28]=[CH:29]1 |f:0.1.2.3.4.5,7.8|. Reported procedure: Freshly recrystallized pyridinium tribromide (recrystallization from hot AcOH (5 mL per 1 g), rinsed with cold AcOH and dried under high vacuum over KOH) was added in portions (over 10 min.) to a stirring solution of methyl 3-cyclohexyl-1H-indole-6-carboxylate (60 g, 233 mmol) (prepared using procedures describe in WO2004/065367) in CHCl3/THF (1:1, 1.25 L) at 2° C. The reaction solution was stirred at 0-5° C. for 2.5 h, and washed with sat. aq. NaHSO3 (1 L), 1 N HCl (1 L) and brine (1 L). The or... The reactants are C(C1=CC(C(=O)O)=CC=C1)(=O)O (isophthalic acid), formula 2, C1(=CC(=CC=C1)N)N (m-phenylenediamine), aromatic dicarboxyic acids, aromatic diamines, CC=1C(=C(C(=C(C1)C)C)C)C (pentamethylbenzene), FC=1C=C(C=C(C1F)F)OB(O)O (3,4,5-trifluorophenylboric acid), CN1C(CCC1)=O (N-methylpyrrolidinone). Conditions: temperature 200 celsius, time 1 day. Yields the product formula 3, C1=CC(=CC=C1N)N (p-phenylenediamine), C(C1=CC=C(C(=O)O)C=C1)(=O)O (terephthalic acid). Reaction SMILES: CC1C(C)=C(C)C(C)=C(C)C=1.FC1C=[C:15]([O:21]B(O)O)C=C(F)C=1F.[C:25]1([NH2:32])[CH:30]=[CH:29][CH:28]=[C:27](N)[CH:26]=1.C(O)(=O)[C:34]1[CH:42]=[CH:41][CH:40]=[C:36]([C:37]([OH:39])=[O:38])[CH:35]=1.C[N:46]1CCCC1=[O:51]>>[CH:30]1[C:25]([NH2:32])=[CH:26][CH:27]=[C:28]([NH2:46])[CH:29]=1.[C:37]([OH:39])(=[O:38])[C:36]1[CH:35]=[CH:34][C:42]([C:15]([OH:21])=[O:51])=[CH:41][CH:40]=1. Reported procedure: Next, various aromatic dicarboxyic acids (4 mmol), various aromatic diamines (4 mmol), pentamethylbenzene (4 g), N-methylpyrrolidinone (NMP) (1 g), and 3,4,5-trifluorophenylboric acid (0.04 mmol) were poured into a Schlenk and stirred at 200° C. (temperature of oil bath) for one day. The other conditions were the same as in Example 2. When m-phenylenediamine and isophthalic acid were polycondensed as in chemical formula 2, the isolation yield of nomex was 99% or more. As to the isolation yield o... Product: CN(C(=O)N(C)C1CN(C(=O)N2CCC(F)(F)CC2)CC1c1ccc(F)cc1)c1cc(C(F)(F)F)cc(C(F)(F)F)c1. The reactants are CN(C(=O)N(C)C1CN(C(=O)Oc2ccc([N+](=O)[O-])cc2)CC1c1ccc(F)cc1)c1cc(C(F)(F)F)cc(C(F)(F)F)c1, FC1(F)CCNCC1. RXN SMILES: [F:1][C:2]([c:3]1[cH:4][c:5]([N:13]([C:14](=[O:15])[N:16]([CH:17]2[CH2:18][N:19]([C:29](=[O:30])[O:31][c:32]3[cH:33][cH:34][c:35]([N+:36]([O-:37])=[O:38])[cH:39][cH:40]3)[CH2:20][CH:21]2[c:22]2[cH:23][cH:24][c:25]([F:28])[cH:26][cH:27]2)[CH3:41])[CH3:42])[cH:6][c:7]([C:9]([F:10])([F:11])[F:12])[cH:8]1)([F:43])[F:44].[F:45][C:46]1([F:52])[CH2:47][CH2:48][NH:49][CH2:50][CH2:51]1>>[F:1][C:2]([c:3]1[cH:4][c:5]([N:13]([C:14](=[O:15])[N:16]([CH:17]2[CH2:18][N:19]([C:29](=[O:30])[N:49]3[CH2:48][CH2:47][C:46]([F:45])([F:52])[CH2:51][CH2:50]3)[CH2:20][CH:21]2[c:22]2[cH:23][cH:24][c:25]([F:28])[cH:26][cH:27]2)[CH3:41])[CH3:42])[cH:6][c:7]([C:9]([F:10])([F:11])[F:12])[cH:8]1)([F:43])[F:44]. The reactants are CCO, [H][H], CC(C)(C)OC(=O)n1nc(-c2ccc(OCc3ccccc3)cc2)c(C#N)c1N. The product is CC(C)(C)OC(=O)n1nc(-c2ccc(O)cc2)c(C#N)c1N. As a reaction SMILES: [CH3:32][CH2:33][OH:34].[H:30][H:31].[NH2:1][c:2]1[c:3]([C:28]#[N:29])[c:4](-[c:14]2[cH:15][cH:16][c:17]([O:20][CH2:21][c:22]3[cH:23][cH:24][cH:25][cH:26][cH:27]3)[cH:18][cH:19]2)[n:5][n:6]1[C:7](=[O:8])[O:9][C:10]([CH3:11])([CH3:12])[CH3:13]>>[NH2:1][c:2]1[c:3]([C:28]#[N:29])[c:4](-[c:14]2[cH:15][cH:16][c:17]([OH:20])[cH:18][cH:19]2)[n:5][n:6]1[C:7](=[O:8])[O:9][C:10]([CH3:11])([CH3:12])[CH3:13]. Starting materials: C(CC(O)(C(=O)O)CC(=O)O)(=O)O (citric acid), C(C(O)CC(=O)O)(=O)O (malic acid). Product: O=C1C(O)=C(O)[C@H](O1)[C@@H](O)CO (ascorbic acid). As a reaction SMILES: C(O)(=O)C[C:3](CC(O)=O)([C:5]([OH:7])=[O:6])[OH:4].[C:14]([OH:22])(=O)[CH:15]([CH2:17][C:18]([OH:20])=O)[OH:16]>>[O:6]=[C:5]1[O:7][C@H:17]([C@H:15]([CH2:14][OH:22])[OH:16])[C:18]([OH:20])=[C:3]1[OH:4]. Reported procedure: The mixture as defined in claim 1 including citric acid, malic acid, an ascorbic acid and other organic acids inherent in fruits to give a titratable acid level of 0.15 to 0.8 percent. The reactants are O(C1=CC=CC=C1)C1=C(CO)C=CC=C1 (o-phenoxy benzyl alcohol), S(=O)(Cl)Cl (thionyl chloride). The solvent is C1=CC=CC=C1 (benzene). Product: O(C1=CC=CC=C1)C1=C(CCl)C=CC=C1 (2-Phenoxybenzyl chloride). Isolated yield 109.7%. Reaction SMILES: [O:1]([C:8]1[CH:15]=[CH:14][CH:13]=[CH:12][C:9]=1[CH2:10]O)[C:2]1[CH:7]=[CH:6][CH:5]=[CH:4][CH:3]=1.S(Cl)([Cl:18])=O>C1C=CC=CC=1>[O:1]([C:8]1[CH:15]=[CH:14][CH:13]=[CH:12][C:9]=1[CH2:10][Cl:18])[C:2]1[CH:7]=[CH:6][CH:5]=[CH:4][CH:3]=1. Procedure: Into a three-necked 500 ml round-bottom flask are charged 25 g (0.125 mole) of o-phenoxy benzyl alcohol and 200 ml of benzene. To this solution is added 18 g (0.15 mole) of thionyl chloride dropwise with stirring. The reaction mixture is then heated to reflux for four hours. Solvent and excess thionyl chloride are removed under vacuum to give 30 g of product.